Dataset: the Open Reaction Database (ORD), a public repository of structured organic reaction records. Task: describe an organic reaction: reactants, conditions, products, and yield RXN SMILES: [CH:33]1([CH2:36][n:37]2[cH:38][cH:39][c:40]3[cH:41][c:42]([NH2:46])[cH:43][cH:44][c:45]23)[CH2:34][CH2:35]1.[Cl:61][CH:62]([Cl:63])[Cl:64].[ClH:47].[O:1]([c:2]1[cH:3][cH:4][cH:5][cH:6][cH:7]1)[c:8]1[n:9][cH:10][n:11][c:12]2[cH:13][cH:14][c:15](-[c:18]3[cH:19][cH:20][c:21]([CH2:22][N:23]4[CH2:24][CH:25]5[CH:26]([CH2:29][OH:30])[CH:27]5[CH2:28]4)[cH:31][cH:32]3)[cH:16][c:17]12.[OH:54][c:55]1[cH:56][cH:57][cH:58][cH:59][cH:60]1.[nH+:48]1[cH:49][cH:50][cH:51][cH:52][cH:53]1>>[c:8]1([NH:46][c:42]2[cH:41][c:40]3[cH:39][cH:38][n:37]([CH2:36][CH:33]4[CH2:34][CH2:35]4)[c:45]3[cH:44][cH:43]2)[n:9][cH:10][n:11][c:12]2[cH:13][cH:14][c:15](-[c:18]3[cH:19][cH:20][c:21]([CH2:22][N:23]4[CH2:24][CH:25]5[CH:26]([CH2:29][OH:30])[CH:27]5[CH2:28]4)[cH:31][cH:32]3)[cH:16][c:17]12. Reactants: Nc1ccc2c(ccn2CC2CC2)c1, ClC(Cl)Cl, Cl, OCC1C2CN(Cc3ccc(-c4ccc5ncnc(Oc6ccccc6)c5c4)cc3)CC12, Oc1ccccc1, c1cc[nH+]cc1. The product is OCC1C2CN(Cc3ccc(-c4ccc5ncnc(Nc6ccc7c(ccn7CC7CC7)c6)c5c4)cc3)CC12. Reactants: CCCCCSc1ncn(COCC[Si](C)(C)C)c1C1=CCCN(C)C1, CCCC[N+](CCCC)(CCCC)CCCC, C1CCOC1, [F-]. Product: CCCCCSc1nc[nH]c1C1=CCCN(C)C1. As a reaction SMILES: [CH2:1]([CH2:2][CH2:3][CH2:4][CH3:5])[S:6][c:7]1[c:8]([C:20]2=[CH:25][CH2:24][CH2:23][N:22]([CH3:26])[CH2:21]2)[n:9]([CH2:12][O:13][CH2:14][CH2:15][Si:16]([CH3:17])([CH3:18])[CH3:19])[cH:10][n:11]1.[CH2:28]([N+:29]([CH2:30][CH2:31][CH2:32][CH3:33])([CH2:34][CH2:35][CH2:36][CH3:37])[CH2:38][CH2:39][CH2:40][CH3:41])[CH2:42][CH2:43][CH3:44].[CH2:45]1[O:46][CH2:47][CH2:48][CH2:49]1.[F-:27]>>[CH2:1]([CH2:2][CH2:3][CH2:4][CH3:5])[S:6][c:7]1[c:8]([C:20]2=[CH:25][CH2:24][CH2:23][N:22]([CH3:26])[CH2:21]2)[nH:9][cH:10][n:11]1. Starting materials: C(C)(=O)O (acetic acid), C1(=CC=CC=C1)C=1OC(=CC(C1C(=O)OCC)=O)C1=CC=CC=C1 (2,6-diphenyl-3-ethoxycarbonyl-4-pyrone), CN (methylamine). The solvent is O (water), CO (methanol). Product: C1(=CC=CC=C1)C=1C(C(=O)OCC)C(C=C(N1)C1=CC=CC=C1)=O (ethyl 2,6-diphenyl-4-oxonicotinate). Reaction SMILES: [C:1]1([C:7]2O[C:9]([C:19]3[CH:24]=[CH:23][CH:22]=[CH:21][CH:20]=3)=[CH:10][C:11](=[O:18])[C:12]=2[C:13]([O:15][CH2:16][CH3:17])=[O:14])[CH:6]=[CH:5][CH:4]=[CH:3][CH:2]=1.C(O)(=O)C.C[NH2:30]>CO.O>[C:1]1([C:7]2[CH:12]([C:11](=[O:18])[CH:10]=[C:9]([C:19]3[CH:24]=[CH:23][CH:22]=[CH:21][CH:20]=3)[N:30]=2)[C:13]([O:15][CH2:16][CH3:17])=[O:14])[CH:6]=[CH:5][CH:4]=[CH:3][CH:2]=1. Procedure details: 3.5 gms of 2,6-diphenyl-3-ethoxycarbonyl-4-pyrone was dissolved in 33 mls of methanol. 2 mls of glacial acetic acid was added. 13.3 mls of 40% aqueous methylamine was then added very slowly at room temperature. After 6 hours the reaction mixture was diluted with 200 mls of water and extracted with methylene chloride. Evaporation yielded 3.5 gms of ethyl 2,6-diphenyl-4-oxonicotinate which was recrystallized from methylene chloride/ether. mp=177°-179° Conditions: time 6.5 hour. Reaction SMILES: [CH2:1]([O:5][C:6]1[CH:7]=[C:8]([CH2:12][CH2:13][NH2:14])[CH:9]=[CH:10][CH:11]=1)[CH2:2][CH2:3][CH3:4].C(=O)([O-])[O-].[K+].[K+].[C:21](Cl)(=[O:30])[CH:22]=[CH:23][C:24]1[CH:29]=[CH:28][CH:27]=[CH:26][CH:25]=1>C(#N)C>[C:24]1([CH:23]=[CH:22][C:21]([NH:14][CH2:13][CH2:12][C:8]2[CH:9]=[CH:10][CH:11]=[C:6]([O:5][CH2:1][CH2:2][CH2:3][CH3:4])[CH:7]=2)=[O:30])[CH:29]=[CH:28][CH:27]=[CH:26][CH:25]=1 |f:1.2.3|. Procedure: To a solution of 2-(3-butyloxyphenyl)ethylamine (1.0 g) in acetonitrile (40 cm3) was added powdered potassium carbonate (0.80 g). Cinnamoyl chloride (1.03 g) was then added portionwise over a period of fifteen minutes and the reaction mixture was then stirred at room temperature for 6.5 hours after which distilled water (40 cm3) was added. The mixture was left to stand overnight and was then filtered and extracted several times with ethyl acetate. The combined ethyl acetate extracts were washed ... Run in C(C)#N (acetonitrile). Reactants: C(CCC)OC=1C=C(C=CC1)CCN (2-(3-butyloxyphenyl)ethylamine), C([O-])([O-])=O.[K+].[K+] (potassium carbonate), C(C=CC1=CC=CC=C1)(=O)Cl (Cinnamoyl chloride). The product is C1(=CC=CC=C1)C=CC(=O)NCCC1=CC(=CC=C1)OCCCC (N-[3-phenylpropenoyl]-3-butyloxyphenethylamine). Isolated yield 95.6%. The reactants are S(O)(O)(=O)=O (sulfuric acid), [N+](=O)([O-])C=1C=C(C=CC1)S(=O)(=O)O (3-nitrobenzenesulfonic acid), Cl (HCl), [OH-].[NH4+] (ammonium hydroxide), S(O)(O)(=O)=O (sulfuric acid), ClC1=C(C=C(N)C=C1)OC (4-chloro-3-methoxyaniline). The reagents and catalysts are [Cl-].[Zn+2].[Cl-] (zinc chloride). The solvent is O (water), OCC(O)CO (glycerol), O (water), OCC(O)CO (glycerol). Conditions: temperature 75 celsius, time 1 hour. The product is ClC=1C=C2C=CC=NC2=CC1OC (6-chloro-7-methoxyquinoline). Isolated yield 22.8%. As a reaction SMILES: S(=O)(=O)(O)O.[N+]([C:9]1[CH:10]=C(S(O)(=O)=O)C=C[CH:14]=1)([O-])=O.[Cl:19][C:20]1[CH:26]=[CH:25][C:23]([NH2:24])=[CH:22][C:21]=1[O:27][CH3:28].[OH-].[NH4+].Cl>O.[Cl-].[Zn+2].[Cl-].OCC(CO)O>[Cl:19][C:20]1[CH:26]=[C:25]2[C:23](=[CH:22][C:21]=1[O:27][CH3:28])[N:24]=[CH:10][CH:9]=[CH:14]2 |f:3.4,7.8.9|. Procedure: A solution of sulfuric acid (35 mL) in water (35 mL) was treated with 3-nitrobenzenesulfonic acid (35.1 g, 159 mmol) and glycerol (80 ml, 1.1 mol) to give a thick grey suspension. The suspension was heated to 75° C. and 4-chloro-3-methoxyaniline (25.0 g, 159 mmol) was added. The mixture was stirred at 140° C. for 1 h. Additional quantities of water (35 mL), sulfuric acid (35 mL) and glycerol (40 mL) were added and the reaction was stirred an additional 2 h at 140° C. The solution was cooled to r... Reactants: COC1=CC=C(CNCCNC(=O)C=2SC=CC2NC2=C3C(=NC=C2)NC=C3)C=C1 (3-(1H-Pyrrolo[2,3-b]pyridin-4-ylamino)-thiophene-2-carboxylic acid [2-(4-methoxy-benzylamino)-ethyl]amide), FC(C1=CC=C(C=O)C=C1)(F)F (4-(trifluoromethyl)benzaldehyde), COC1=CC=C(C=O)C=C1 (4-methoxy benzaldehyde). The product is FC(C1=CC=C(CNCCNC(=O)C=2SC=CC2NC2=C3C(=NC=C2)NC=C3)C=C1)(F)F (3-(1H-Pyrrolo[2,3-b]pyridin-4-ylamino)-thiophene-2-carboxylic acid [2-(4-trifluoromethyl-benzylamino)-ethyl]-amide). Reaction SMILES: CO[C:3]1[CH:30]=[CH:29][C:6]([CH2:7][NH:8][CH2:9][CH2:10][NH:11][C:12]([C:14]2[S:15][CH:16]=[CH:17][C:18]=2[NH:19][C:20]2[CH:25]=[CH:24][N:23]=[C:22]3[NH:26][CH:27]=[CH:28][C:21]=23)=[O:13])=[CH:5][CH:4]=1.[F:31][C:32]([F:42])([F:41])C1C=CC(C=O)=CC=1.COC1C=CC(C=O)=CC=1>>[F:31][C:32]([F:42])([F:41])[C:3]1[CH:30]=[CH:29][C:6]([CH2:7][NH:8][CH2:9][CH2:10][NH:11][C:12]([C:14]2[S:15][CH:16]=[CH:17][C:18]=2[NH:19][C:20]2[CH:25]=[CH:24][N:23]=[C:22]3[NH:26][CH:27]=[CH:28][C:21]=23)=[O:13])=[CH:5][CH:4]=1. Procedure: This compound was prepared in an analogous manner as 3-(1H-Pyrrolo[2,3-b]pyridin-4-ylamino)-thiophene-2-carboxylic acid [2-(4-methoxy-benzylamino)-ethyl]amide using 4-(trifluoromethyl)benzaldehyde lidine instead of 4-methoxy benzaldehyde. LCMS (ESI) 460 (M+H) 1H NMR (400 MHz, DMSO-d6) δ ppm 11.52 (1H, br. s.) 10.25 (1H, s) 8.05 (1H, t, J=5.66 Hz) 8.01 (1H, d, J=5.47 Hz) 7.77 (1H, d, J=5.27 Hz) 7.58-7.64 (2H, m) 7.50-7.55 (2H, m) 7.46 (1H, d, J=5.42 Hz) 7.30 (1H, d, J=3.17 Hz) 6.79 (1H, d, J=5.52... Procedure: 3.1 g of anthracene-9-aldehyde and 1.8 g of 1-methyl-1-phenylhydrazine were added to 50 ml of ethanol. To the mixture, two or three drops of 1 N hydrochloric acid were added. The mixture was heated and refluxed for about one hour. The reaction mixture was cooled and the crystals then separated, which were then collected on a suction funnel. The thus obtained crude anthracene-9-aldehyde 1-methyl-1-phenylhydrazone was recrystallized from ethyl acetate. The yield was 2.3 g (48.9%) of yellow needle-... The reagents and catalysts are Cl (hydrochloric acid). The solvent is C(C)O (ethanol). As a reaction SMILES: [CH:1]1[C:14]2[C:5](=[CH:6][C:7]3[C:12]([C:13]=2[CH:15]=O)=[CH:11][CH:10]=[CH:9][CH:8]=3)[CH:4]=[CH:3][CH:2]=1.[CH3:17][N:18]([C:20]1[CH:25]=[CH:24][CH:23]=[CH:22][CH:21]=1)[NH2:19]>Cl.C(O)C>[CH3:17][N:18]([C:20]1[CH:25]=[CH:24][CH:23]=[CH:22][CH:21]=1)[N:19]=[CH:15][C:13]1[C:14]2[C:5]([CH:6]=[C:7]3[C:12]=1[CH:11]=[CH:10][CH:9]=[CH:8]3)=[CH:4][CH:3]=[CH:2][CH:1]=2. The reactants are C1=CC=CC2=CC3=CC=CC=C3C(=C12)C=O (anthracene-9-aldehyde), CN(N)C1=CC=CC=C1 (1-methyl-1-phenylhydrazine). Yields the product CN(N=CC=1C2=CC=CC=C2C=C2C=CC=CC12)C1=CC=CC=C1 (anthracene-9-aldehyde 1-methyl-1-phenylhydrazone). Starting materials: C1(CCCCC1)C(=O)N1CCNCC1 (N-(Cyclohexylcarbonyl)piperazine), ClC1=NC2=CC(=C(C=C2C(=N1)N)OC)OC (2-chloro-4-amino-6,7-dimethoxyquinazoline). Product: COC=1C=C2C=NC=NC2=CC1OC (6,7-dimethoxyquinazoline). Reported procedure: N-(Cyclohexylcarbonyl)piperazine (5.9 g., 0.03 mole) and 2-chloro-4-amino-6,7-dimethoxyquinazoline (7.2 g., 0.03 mole) are reacted according to the procedure of Example 127(a). The crude product crystallized from methanol affords analytically pure 4-amino-2-4-(cyclohexylcarbonyl)-1-piperazinyl]-6,7-dimethoxyquinazoline, m.p. 223°-225° C., resolidifying and remelting at 248.0°-250.0° C. (corr.) RXN SMILES: C1(C(N2CCNCC2)=O)CCCCC1.Cl[C:16]1[N:25]=[C:24](N)[C:23]2[C:18](=[CH:19][C:20]([O:29][CH3:30])=[C:21]([O:27][CH3:28])[CH:22]=2)[N:17]=1>>[CH3:28][O:27][C:21]1[CH:22]=[C:23]2[C:18](=[CH:19][C:20]=1[O:29][CH3:30])[N:17]=[CH:16][N:25]=[CH:24]2. Reactants: O=C([O-])[O-], CO, CC[Si](C#Cc1cncc(Cl)c1)(CC)CC, [K+], [K+]. Yields the product C#Cc1cncc(Cl)c1. RXN SMILES: [C:17](=[O:18])([O-:19])[O-:20].[CH3:23][OH:24].[Cl:1][c:2]1[cH:3][n:4][cH:5][c:6]([C:8]#[C:9][Si:10]([CH2:11][CH3:12])([CH2:13][CH3:14])[CH2:15][CH3:16])[cH:7]1.[K+:21].[K+:22]>>[Cl:1][c:2]1[cH:3][n:4][cH:5][c:6]([C:8]#[CH:9])[cH:7]1.